Dataset: the Open Reaction Database (ORD), a public repository of structured organic reaction records. Task: describe an organic reaction: reactants, conditions, products, and yield The reactants are Cl.FC1=CC=C(C(=O)C2CCNCC2)C=C1 (4-(4-fluorobenzoyl)piperidine hydrochloride), C([O-])(O)=O.[Na+] (sodium bicarbonate), [I-].[Na+] (sodium iodide), NC=1C(=CSC1)C(=O)OC (methyl 4-aminothiophene-3-carboxylate), BrCCCCNC(=O)NC1=CSC=C1C(=O)OC (N-(4-bromobutyl)-N'-(4-carbomethoxythien-3-yl)urea), BrCCCCN=C=O (4-bromobutylisocyanate). Run in C1(=CC=CC=C1)C (toluene), C(C)(C)O (isopropanol). The product is FC1=CC=C(C(=O)C2CCN(CC2)CCCCN2C(NC=3C(C2=O)=CSC3)=O)C=C1 (3-[4-[4-(4-Fluorobenzoyl)piperidin-1-yl]-butyl]thieno[3,4-d]pyrimidine-2,4-dione). Reaction SMILES: Br[CH2:2][CH2:3][CH2:4][CH2:5][NH:6][C:7]([NH:9][C:10]1[C:14]([C:15]([O:17]C)=O)=[CH:13][S:12][CH:11]=1)=[O:8].Cl.[F:20][C:21]1[CH:34]=[CH:33][C:24]([C:25]([CH:27]2[CH2:32][CH2:31][NH:30][CH2:29][CH2:28]2)=[O:26])=[CH:23][CH:22]=1.C(=O)(O)[O-].[Na+].[I-].[Na+].NC1C(C(OC)=O)=CSC=1.BrCCCCN=C=O>C(O)(C)C.C1(C)C=CC=CC=1>[F:20][C:21]1[CH:22]=[CH:23][C:24]([C:25]([CH:27]2[CH2:32][CH2:31][N:30]([CH2:2][CH2:3][CH2:4][CH2:5][N:6]3[C:15](=[O:17])[C:14]4=[CH:13][S:12][CH:11]=[C:10]4[NH:9][C:7]3=[O:8])[CH2:29][CH2:28]2)=[O:26])=[CH:33][CH:34]=1 |f:1.2,3.4,5.6|. Reported procedure: The title compound was prepared by dissolving N-(4-bromobutyl)-N'-(4-carbomethoxythien-3-yl)urea (6.92g, 21 mmol) in isopropanol (100 ml) and then successively treating the solution with 4-(4-fluorobenzoyl)piperidine hydrochloride (10.16 g, 42 mmol), sodium bicarbonate (3.7 g, 44 mmol) and sodium iodide (1.90 g, 12 mmol) to form a mixture. The urea was prepared by reacting methyl 4-aminothiophene-3-carboxylate with 4-bromobutylisocyanate in toluene at room temperature for 12 hours to produce the... Reactants: CC(Cl)c1cccnc1, OC6=CC=C(C7=NOC(C8=CC=CN=C8)=N7)C=C6. The reagents and catalysts are O=C([O-])[O-].[Cs+].[Cs+] (cesium carbonate), [I-].[K+] (potassium iodide). Run in CN(C)C=O (DMF), CN(C)C=O (dmf), CN(C)C=O (DMF). Conditions: temperature 70 celsius, time 16 hour. The product is CC(C9=CC=CN=C9)OC%10=CC=C(C%11=NOC(C%12=CC=CN=C%12)=N%11)C=C%10. The reactants are O=C1NC2=CC=CC=C2C=C1C1CCN(CC1)C(=O)OC(CC1=CC2=CN(N=C2C(=C1)C)COC)C=1N(C=CN1)CC1=CC(=CC(=C1)F)F (1-(1-(3,5-difluorobenzyl)-1H-imidazol-2-yl)-2-(2-(methoxymethyl)-7-methyl-2H-indazol-5-yl)ethyl 4-(2-oxo-1,2-dihydroquinolin-3-yl)piperidine-1-carboxylate), C(C)(=O)Cl (acetyl chloride). Run in CO (methanol). Yields the product O=C1NC2=CC=CC=C2C=C1C1CCN(CC1)C(=O)O[C@H](CC=1C=C2C=NNC2=C(C1)C)C=1N(C=CN1)CC1=CC(=CC(=C1)F)F ((R)-1-(1-(3,5-difluorobenzyl)-1H-imidazol-2-yl)-2-(7-methyl-1H-indazol-5-yl)ethyl 4-(2-oxo-1,2-dihydroquinolin-3-yl)piperidine-1-carboxylate). As a reaction SMILES: [O:1]=[C:2]1[C:11]([CH:12]2[CH2:17][CH2:16][N:15]([C:18]([O:20][CH:21]([C:36]3[N:37]([CH2:41][C:42]4[CH:47]=[C:46]([F:48])[CH:45]=[C:44]([F:49])[CH:43]=4)[CH:38]=[CH:39][N:40]=3)[CH2:22][C:23]3[CH:31]=[C:30]([CH3:32])[C:29]4[C:25](=[CH:26][N:27](COC)[N:28]=4)[CH:24]=3)=[O:19])[CH2:14][CH2:13]2)=[CH:10][C:9]2[C:4](=[CH:5][CH:6]=[CH:7][CH:8]=2)[NH:3]1.C(Cl)(=O)C>CO>[O:1]=[C:2]1[C:11]([CH:12]2[CH2:13][CH2:14][N:15]([C:18]([O:20][C@@H:21]([C:36]3[N:37]([CH2:41][C:42]4[CH:47]=[C:46]([F:48])[CH:45]=[C:44]([F:49])[CH:43]=4)[CH:38]=[CH:39][N:40]=3)[CH2:22][C:23]3[CH:24]=[C:25]4[C:29](=[C:30]([CH3:32])[CH:31]=3)[NH:28][N:27]=[CH:26]4)=[O:19])[CH2:16][CH2:17]2)=[CH:10][C:9]2[C:4](=[CH:5][CH:6]=[CH:7][CH:8]=2)[NH:3]1. Procedure details: 1-(1-(3,5-difluorobenzyl)-1H-imidazol-2-yl)-2-(2-(methoxymethyl)-7-methyl-2H-indazol-5-yl)ethyl 4-(2-oxo-1,2-dihydroquinolin-3-yl)piperidine-1-carboxylate (72.0 mg, 0.108 mmol) and acetyl chloride (0.18 mL) were combined in methanol (2.0 mL) and heated at reflux for 1 h. After cooling to room temperature, the solvents were removed in vacuo. Column chromatography afforded 47 mg (70%). 1H-NMR (CD3OD, 500 MHz) δ 1.38-2.05 (m, 3H), 2.45 (s, 3H), 2.70-3.05 (m, 3H), 3.24 (dd, J=7.3, 7.3, 1H), 3.45-3.5... Starting materials: Nc1ncc(F)cc1Br, COCCOC, [Na+], [Na+], O=C([O-])[O-], OB(O)c1ccc(Oc2ccccc2)cc1, O, c1ccc(P(c2ccccc2)(c2ccccc2)[Pd](P(c2ccccc2)(c2ccccc2)c2ccccc2)(P(c2ccccc2)(c2ccccc2)c2ccccc2)P(c2ccccc2)(c2ccccc2)c2ccccc2)cc1. Product: Nc1ncc(F)cc1-c1ccc(Oc2ccccc2)cc1. RXN SMILES: [Br:23][c:24]1[c:25]([NH2:31])[n:26][cH:27][c:28]([F:30])[cH:29]1.[CH3:32][O:33][CH2:34][CH2:35][O:36][CH3:37].[Na+:1].[Na+:2].[O-:3][C:4](=[O:5])[O-:6].[O:7]([c:8]1[cH:9][cH:10][cH:11][cH:12][cH:13]1)[c:14]1[cH:15][cH:16][c:17]([B:20]([OH:21])[OH:22])[cH:18][cH:19]1.[OH2:38].[cH:39]1[cH:40][cH:41][c:42]([P:43]([Pd:44]([P:45]([c:46]2[cH:47][cH:48][cH:49][cH:50][cH:51]2)([c:52]2[cH:53][cH:54][cH:55][cH:56][cH:57]2)[c:58]2[cH:59][cH:60][cH:61][cH:62][cH:63]2)([P:64]([c:65]2[cH:66][cH:67][cH:68][cH:69][cH:70]2)([c:71]2[cH:72][cH:73][cH:74][cH:75][cH:76]2)[c:77]2[cH:78][cH:79][cH:80][cH:81][cH:82]2)[P:83]([c:84]2[cH:85][cH:86][cH:87][cH:88][cH:89]2)([c:90]2[cH:91][cH:92][cH:93][cH:94][cH:95]2)[c:96]2[cH:97][cH:98][cH:99][cH:100][cH:101]2)([c:102]2[cH:103][cH:104][cH:105][cH:106][cH:107]2)[c:108]2[cH:109][cH:110][cH:111][cH:112][cH:113]2)[cH:114][cH:115]1>>[O:7]([c:8]1[cH:9][cH:10][cH:11][cH:12][cH:13]1)[c:14]1[cH:15][cH:16][c:17](-[c:24]2[c:25]([NH2:31])[n:26][cH:27][c:28]([F:30])[cH:29]2)[cH:18][cH:19]1. Starting materials: BrCC1COc2cscc2O1, O=C([O-])c1ccccc1, CS(C)=O, [NH4+], O. The product is O=C(OCC1COc2cscc2O1)c1ccccc1. RXN SMILES: [Br:1][CH2:2][CH:3]1[CH2:4][O:5][c:6]2[c:7]([cH:9][s:10][cH:11]2)[O:8]1.[C:12]([c:13]1[cH:14][cH:15][cH:16][cH:17][cH:18]1)(=[O:19])[O-:20].[CH3:22][S:23]([CH3:24])=[O:25].[NH4+:21].[OH2:26]>>[CH2:2]([CH:3]1[CH2:4][O:5][c:6]2[c:7]([cH:9][s:10][cH:11]2)[O:8]1)[O:20][C:12]([c:13]1[cH:14][cH:15][cH:16][cH:17][cH:18]1)=[O:19]. Starting materials: C1(=CC(=CC=C1)N=C=O)C (m-Tolyl isocyanate), C=1(C(=CC=CC1)C(=O)CN1C(C(CN(C2=C1C=CC=C2)C2=CC=CC=C2)N)=O)C (1-(2-toluoylmethyl)-2-oxo-3-amino-5-phenyl-1,3,4,5-tetrahydro-2H-1,5-benzodiazepine). The solvent is O1CCCC1 (tetrahydrofuran). Reaction conditions: time 10 minute. Product: C=1(C(=CC=CC1)C(=O)CN1C(C(CN(C2=C1C=CC=C2)C2=CC=CC=C2)NC(=O)NC2=CC(=CC=C2)C)=O)C (1-[1-(2-toluoylmethyl)-2-oxo-5-phenyl-1,3,4,5-tetrahydro-2H-1,5-benzodiazepin-3-yl]-3-(3-methylphenyl)urea). Isolated yield 82.6%. As a reaction SMILES: [C:1]1([CH3:10])[CH:6]=[CH:5][CH:4]=[C:3]([N:7]=[C:8]=[O:9])[CH:2]=1.[C:11]1([CH3:39])[C:12]([C:17]([CH2:19][N:20]2[C:26]3[CH:27]=[CH:28][CH:29]=[CH:30][C:25]=3[N:24]([C:31]3[CH:36]=[CH:35][CH:34]=[CH:33][CH:32]=3)[CH2:23][CH:22]([NH2:37])[C:21]2=[O:38])=[O:18])=[CH:13][CH:14]=[CH:15][CH:16]=1>O1CCCC1>[C:11]1([CH3:39])[C:12]([C:17]([CH2:19][N:20]2[C:26]3[CH:27]=[CH:28][CH:29]=[CH:30][C:25]=3[N:24]([C:31]3[CH:32]=[CH:33][CH:34]=[CH:35][CH:36]=3)[CH2:23][CH:22]([NH:37][C:8]([NH:7][C:3]3[CH:4]=[CH:5][CH:6]=[C:1]([CH3:10])[CH:2]=3)=[O:9])[C:21]2=[O:38])=[O:18])=[CH:13][CH:14]=[CH:15][CH:16]=1. Reported procedure: m-Tolyl isocyanate (34 mg) was added to a solution of 1-(2-toluoylmethyl)-2-oxo-3-amino-5-phenyl-1,3,4,5-tetrahydro-2H-1,5-benzodiazepine (90 mg) obtained from Step 2 of Example 18 in tetrahydrofuran (10 ml), the mixture was stirred for 10 minutes at room temperature. The reaction mixture was concentrated under reduced pressure, the residue was purified by silica gel column chromatography (n-hexane:ethyl acetate=3:1), to thereby obtain 100 mg of the title compound (Yield: 83%). The reactants are C1(=CC=CC=C1)P(C1=CC=CC=C1)(C1=CC=CC=C1)=CC(=O)OCC1=CC=CC=C1 (benzyl (triphenylphosphoranylidene)acetate), 2,2-difluoro-2-(4′-methoxy-4-biphenyl)acetaldehyde, C(C)OC(C=CC(C1=CC=C(C=C1)C1=CC=C(C=C1)OC)(F)F)=O (4,4-Difluoro-4-(4′-methoxy-biphenyl-4-yl)-but-2-enoic acid ethyl ester). Solvent: C1(=CC=CC=C1)C (toluene). Run at time 2 hour. Yields the product FC(CCC(=O)O)(C1=CC=C(C=C1)C1=CC=C(C=C1)OC)F (4,4-Difluoro-4-(4′-methoxy-biphenyl-4-yl)-butyric Acid). Reaction SMILES: C([O:3][C:4](=[O:24])[CH:5]=[CH:6][C:7]([F:23])([F:22])[C:8]1[CH:13]=[CH:12][C:11]([C:14]2[CH:19]=[CH:18][C:17]([O:20][CH3:21])=[CH:16][CH:15]=2)=[CH:10][CH:9]=1)C.C1(P(=CC(OCC2C=CC=CC=2)=O)(C2C=CC=CC=2)C2C=CC=CC=2)C=CC=CC=1>C1(C)C=CC=CC=1>[F:22][C:7]([F:23])([C:8]1[CH:13]=[CH:12][C:11]([C:14]2[CH:19]=[CH:18][C:17]([O:20][CH3:21])=[CH:16][CH:15]=2)=[CH:10][CH:9]=1)[CH2:6][CH2:5][C:4]([OH:24])=[O:3]. Reported procedure: 4,4-Difluoro-4-(4′-methoxy-biphenyl-4-yl)-but-2-enoic acid ethyl ester. A solution of benzyl (triphenylphosphoranylidene)acetate (320 mg, 0.779 mmol) and 2,2-difluoro-2-(4′-methoxy-4-biphenyl)acetaldehyde (198 mg, 0.755 mmol) in toluene (4 mL) is heated to 90° C. with stirring for 2 hours. The reaction is cooled to room temperature and concentrated under reduced pressure. The crude product is purified by column chromatography (silica gel, 20% EtOAc/hexanes) to give the desired product as a pale ... Reactants: NC1=C(C=C(C=C1Cl)C(CNCCCCCCOCCCC1=NC=CC=C1OCC(=O)OC)O)Cl (Methyl [[2-[3-[[6-[[2-(4-amino-3,5-dichlorophenyl)-2-hydroxyethyl]amino]hexyl]oxy]propyl]-3-pyridinyl]oxy]acetate), [H-].[Al+3].[Li+].[H-].[H-].[H-] (lithium aluminum hydride), CCOCC (ether), CCOCC (ether), [OH-].[Na+] (sodium hydroxide), O (water), O (water). Reaction conditions: time 8 hour. Product: C(\C=C\C(=O)O)(=O)O.NC1=C(C=C(C=C1Cl)C(O)CNCCCCCCOCCCC1=NC=CC=C1OCCO)Cl (4-Amino-3,5-dichloro-α-[[[6-[3-[3-(2-hydroxyethoxy)-2-pyridinyl]propoxy]hexyl]amino]methyl]benzenemethanol (E) butenedioate). RXN SMILES: [NH2:1][C:2]1[C:7]([Cl:8])=[CH:6][C:5]([CH:9]([OH:34])[CH2:10][NH:11][CH2:12][CH2:13][CH2:14][CH2:15][CH2:16][CH2:17][O:18][CH2:19][CH2:20][CH2:21][C:22]2[C:27]([O:28][CH2:29][C:30]([O:32]C)=[O:31])=[CH:26][CH:25]=[CH:24][N:23]=2)=[CH:4][C:3]=1[Cl:35].[H-].[Al+3].[Li+].[H-].[H-].[H-].[OH2:42].[OH-].[Na+].CC[O:47][CH2:48][CH3:49]>>[C:48]([OH:47])(=[O:42])/[CH:49]=[CH:29]/[C:30]([OH:32])=[O:31].[NH2:1][C:2]1[C:3]([Cl:35])=[CH:4][C:5]([CH:9]([CH2:10][NH:11][CH2:12][CH2:13][CH2:14][CH2:15][CH2:16][CH2:17][O:18][CH2:19][CH2:20][CH2:21][C:22]2[C:27]([O:28][CH2:29][CH2:30][OH:31])=[CH:26][CH:25]=[CH:24][N:23]=2)[OH:34])=[CH:6][C:7]=1[Cl:8] |f:1.2.3.4.5.6,8.9,11.12|. Procedure: Methyl [[2-[3-[[6-[[2-(4-amino-3,5-dichlorophenyl)-2-hydroxyethyl]amino]hexyl]oxy]propyl]-3-pyridinyl]oxy]acetate (400 mg) in ether (10 ml) was added dropwise to a stirred solution of lithium aluminum hydride (28 mg) in ether (5 ml) at 0° C. The mixture was stirred overnight at room temperature under nitrogen, water (0.5 ml) was added, followed by 2N sodium hydroxide (1.5 ml) and water (0.5 ml). The suspension was filtered through hyflo and washed with ethyl acetate (2×50 ml). Concentration of t...